From a dataset of the Open Reaction Database (ORD), a public repository of structured organic reaction records. describe an organic reaction: reactants, conditions, products, and yield Reactants: FC1=C(C=CC=C1)C1=NN=C2N1N=C(C=C2)S (3-(2-fluorophenyl)-[1,2,4]triazolo[4,3-b]pyridazine-6-thiol), C([O-])([O-])=O.[Cs+].[Cs+] (cesium carbonate), BrC(C(=O)OCC)CC (ethyl 2-bromobutyrate). Run in CN(C)C=O (DMF). Reaction conditions: temperature 70 celsius, time 3 hour. The product is FC1=C(C=CC=C1)C1=NN=C2N1N=C(C=C2)SC(C(=O)OCC)CC (ethyl 2-((3-(2-fluorophenyl)-[1,2,4]triazolo[4,3-b]pyridazin-6-yl)thio)butanoate). As a reaction SMILES: [F:1][C:2]1[CH:7]=[CH:6][CH:5]=[CH:4][C:3]=1[C:8]1[N:12]2[N:13]=[C:14]([SH:17])[CH:15]=[CH:16][C:11]2=[N:10][N:9]=1.C(=O)([O-])[O-].[Cs+].[Cs+].Br[CH:25]([CH2:31][CH3:32])[C:26]([O:28][CH2:29][CH3:30])=[O:27]>CN(C=O)C>[F:1][C:2]1[CH:7]=[CH:6][CH:5]=[CH:4][C:3]=1[C:8]1[N:12]2[N:13]=[C:14]([S:17][CH:25]([CH2:31][CH3:32])[C:26]([O:28][CH2:29][CH3:30])=[O:27])[CH:15]=[CH:16][C:11]2=[N:10][N:9]=1 |f:1.2.3|. Reported procedure: To a solution of 3-(2-fluorophenyl)-[1,2,4]triazolo[4,3-b]pyridazine-6-thiol (1 mmol) and cesium carbonate (1.5 equiv.) in DMF (5 mL) was added ethyl 2-bromobutyrate (1.5 equiv.) and the mixture was stirred at 70° C. for 3 hours. The reaction was monitored by thin-layer chromatography and was shown to be complete at this time. The solvent was removed in vacuo and the residue was chromatographed on a silica gel column, to furnish ethyl 2-((3-(2-fluorophenyl)-[1,2,4]triazolo[4,3-b]pyridazin-6-yl)t... Reactants: O.NC1=NC(=CC(=N1)N)O (2,4-diamino-6-hydroxypyrimidine hydrate), C(=O)O (formic acid), C(=O)N (formamide), N(=O)[O-].[Na+] (sodium nitrite), C(=O)O (formic acid). Reagents/catalysts: [Pd] (palladium). Reaction conditions: temperature 80 celsius, time 30 minute. Yields the product N1C(N)=NC=2N=CNC2C1=O (guanine). Reaction SMILES: O.[NH2:2][C:3]1[N:8]=[C:7]([NH2:9])[CH:6]=[C:5]([OH:10])[N:4]=1.N([O-])=O.[Na+].C(O)=O.[CH:18]([NH2:20])=O>[Pd]>[NH:4]1[C:5](=[O:10])[C:6]2[NH:20][CH:18]=[N:9][C:7]=2[N:8]=[C:3]1[NH2:2] |f:0.1,2.3|. Procedure details: 29.0 g (0.2 mol) 2,4-diamino-6-hydroxypyrimidine hydrate was nitrosed with 13.8 g (0.2 mol) sodium nitrite and 10.8 g (0.2 mol) 85% formic acid in 150 ml formamide and the pink-coloured suspension obtained was admixed with a further 42.4 g (0.8 mol) 85% formic acid. After stirring in 1.0 g of a palladium catalyst on active carbon according to example 1, it was heated for 3 hours to 120° C. In this process the suspension became colorless and was subsequently heated for 3 hours to 180° C. while re... The reactants are COC=1C=C(CCN)C=CC1OC (3,4-Dimethoxyphenethylamine), C1(=CC=CC=C1)N(CC(=O)O)C1=CC=CC=C1 (N,N-diphenylglycine). Solvent: C(C)OC(C)=O (ethylacetate). Yields the product COC=1C=C(C=CC1OC)CCNC(CN(C1=CC=CC=C1)C1=CC=CC=C1)=O (N-[2-(3,4-dimethoxyphenyl)ethyl]-2-(N,N-diphenylamino)acetamide). The yield is 66.9%. RXN SMILES: [CH3:1][O:2][C:3]1[CH:4]=[C:5]([CH:9]=[CH:10][C:11]=1[O:12][CH3:13])[CH2:6][CH2:7][NH2:8].[C:14]1([N:20]([C:25]2[CH:30]=[CH:29][CH:28]=[CH:27][CH:26]=2)[CH2:21][C:22](O)=[O:23])[CH:19]=[CH:18][CH:17]=[CH:16][CH:15]=1>C(OC(=O)C)C>[CH3:1][O:2][C:3]1[CH:4]=[C:5]([CH2:6][CH2:7][NH:8][C:22](=[O:23])[CH2:21][N:20]([C:14]2[CH:19]=[CH:18][CH:17]=[CH:16][CH:15]=2)[C:25]2[CH:30]=[CH:29][CH:28]=[CH:27][CH:26]=2)[CH:9]=[CH:10][C:11]=1[O:12][CH3:13]. Procedure details: 3,4-Dimethoxyphenethylamine (8.05 g) and N,N-diphenylglycine (10 g) were heated for 2 hours at 190° C. After cooling, the reaction mixture was dissolved in ethylacetate. The resulting solution was washed with a 5% sodium bicarbonate aqueous solution and water and then dried. The solvent was distilled off from the solution to give crystals of N-[2-(3,4-dimethoxyphenyl)ethyl]-2-(N,N-diphenylamino)acetamide (11.5 g), mp 88° to 93° C. The reactants are FC1=C(C=O)C=CC=C1 (2-fluorobenzaldehyde), NC1=NNC=C1 (3-aminopyrazole), O=C(CC(=O)OCC)CCC (ethyl 3-ketohexanoate). Yields the product FC1=C(C=CC=C1)C1C=2C(NC(=C1C(=O)OCC)CCC)=NNC2 (Ethyl 4-(2-fluorophenyl)-4,7-dihydro-6-propyl-2H-pyrazolo[3,4-b]pyridine-5-carboxylate). As a reaction SMILES: [F:1][C:2]1[CH:9]=[CH:8][CH:7]=[CH:6][C:3]=1[CH:4]=O.[NH2:10][C:11]1[CH:15]=[CH:14][NH:13][N:12]=1.O=[C:17]([CH2:24][CH2:25][CH3:26])[CH2:18][C:19]([O:21][CH2:22][CH3:23])=[O:20]>>[F:1][C:2]1[CH:9]=[CH:8][CH:7]=[CH:6][C:3]=1[CH:4]1[C:18]([C:19]([O:21][CH2:22][CH3:23])=[O:20])=[C:17]([CH2:24][CH2:25][CH3:26])[NH:10][C:11]2=[N:12][NH:13][CH:14]=[C:15]12. Procedure: The title compound was prepared from 2-fluorobenzaldehyde, 3-aminopyrazole and ethyl 3-ketohexanoate in the same manner as in Example 25.